From a dataset of the Open Reaction Database (ORD), a public repository of structured organic reaction records. describe an organic reaction: reactants, conditions, products, and yield Starting materials: NC1=C2N=CN(C2=NC(=N1)OCCCOCC)CC1=CC=CC=C1 (6-Amino-9-benzyl-2-(3-ethoxypropoxy)purine), BrBr (bromine), S(=S)(=O)([O-])[O-].[Na+].[Na+] (sodium thiosulfate). The solvent is C(Cl)Cl (methylene chloride). Conditions: time 2 hour. The product is NC1=C2N=C(N(C2=NC(=N1)OCCCOCC)CC1=CC=CC=C1)Br (6-Amino-9-benzyl-8-bromo-2-(3-ethoxypropoxy)purine). The yield is 66.0%. Reaction SMILES: [NH2:1][C:2]1[N:10]=[C:9]([O:11][CH2:12][CH2:13][CH2:14][O:15][CH2:16][CH3:17])[N:8]=[C:7]2[C:3]=1[N:4]=[CH:5][N:6]2[CH2:18][C:19]1[CH:24]=[CH:23][CH:22]=[CH:21][CH:20]=1.[Br:25]Br.S([O-])([O-])(=O)=S.[Na+].[Na+]>C(Cl)Cl>[NH2:1][C:2]1[N:10]=[C:9]([O:11][CH2:12][CH2:13][CH2:14][O:15][CH2:16][CH3:17])[N:8]=[C:7]2[C:3]=1[N:4]=[C:5]([Br:25])[N:6]2[CH2:18][C:19]1[CH:20]=[CH:21][CH:22]=[CH:23][CH:24]=1 |f:2.3.4|. Procedure details: 6-Amino-9-benzyl-2-(3-ethoxypropoxy)purine (354 mg, 1.08 mmol) and bromine (1.0 ml) were dissolved in methylene chloride (50 ml). The solution was stirred at room temperature for 2 hours. Aqueous sodium thiosulfate was added to the reaction mixture. The organic layer was separated, dried on sodium sulfate and the solvent was removed. The residue was purified with silica gel chromatography (1% methanol/chloroform) to give the subject compound (289 mg, yield 66%). Starting materials: C(C)C=1C(=C(OC(=O)[O-])C=CC1F)Br (ethyl-2-bromo-4-fluorophenoxycarboxlate), FC1=C(C=C(C(=C1)F)[N+](=O)[O-])O (2,4-difluoro-5-nitrophenol). Yields the product BrC1=C(C=CC(=C1[N+](=O)[O-])F)O (2-bromo-4-fluoro-3-nitrophenol). The yield is 87.5%. As a reaction SMILES: C([C:3]1[C:4]([Br:14])=[C:5]([CH:10]=[CH:11][C:12]=1[F:13])[O:6]C([O-])=O)C.FC1C=C(F)C([N+:23]([O-:25])=[O:24])=CC=1O>>[Br:14][C:4]1[C:3]([N+:23]([O-:25])=[O:24])=[C:12]([F:13])[CH:11]=[CH:10][C:5]=1[OH:6]. Procedure: This compound was prepared from ethyl-2-bromo-4-fluorophenoxycarboxlate (4.0 g, 15.2 mmol) in the manner described for 2,4-difluoro-5-nitrophenol, affording 3.14 g (87.5%) of 2-bromo-4-fluoro-3-nitrophenol as a yellow solid. 1H-NMR (DMSO-d6) δ 11.19 (s, 1H), 7.89 (d, J=8.4 Hz, 1H), 7.57 (d, J=5.1 Hz, 1H).